Dataset: the Open Reaction Database (ORD), a public repository of structured organic reaction records. Task: describe an organic reaction: reactants, conditions, products, and yield The reactants are CC1(OB(OC1(C)C)C1=CC=C(C=C1)CCN1CCOCC1)C (4-{2-[4-(4,4,5,5-tetramethyl-[1,3,2]dioxaborolan-2-yl)-phenyl]-ethyl}-morpholine), BrC=1C=C(C(=NC1)N)C=1N=NN(C1)C(C)C (5-bromo-3-(1-isopropyl-1H-[1,2,3]triazol-4-yl)-pyridin-2-ylamine), C(=O)([O-])[O-].[Cs+].[Cs+] (Cs2CO3), N#N (N2). The reagents and catalysts are C=1C=CC(=CC1)[P](C=2C=CC=CC2)(C=3C=CC=CC3)[Pd]([P](C=4C=CC=CC4)(C=5C=CC=CC5)C=6C=CC=CC6)([P](C=7C=CC=CC7)(C=8C=CC=CC8)C=9C=CC=CC9)[P](C=1C=CC=CC1)(C=1C=CC=CC1)C=1C=CC=CC1 (Pd(PPh3)4). Solvent: O1CCOCC1 (1,4-dioxane), O (water). Run at temperature 100 celsius, time 16 hour. The product is C(C)(C)N1N=NC(=C1)C=1C(=NC=C(C1)C1=CC=C(C=C1)CCN1CCOCC1)N (3-(1-Isopropyl-1H-[1,2,3]triazol-4-yl)-5-[4-(2-morpholin-4-yl-ethyl)-phenyl]-pyridin-2-ylamine). The yield is 53.4%. Reaction SMILES: CC1(C)C(C)(C)OB([C:9]2[CH:14]=[CH:13][C:12]([CH2:15][CH2:16][N:17]3[CH2:22][CH2:21][O:20][CH2:19][CH2:18]3)=[CH:11][CH:10]=2)O1.Br[C:25]1[CH:26]=[C:27]([C:32]2[N:33]=[N:34][N:35]([CH:37]([CH3:39])[CH3:38])[CH:36]=2)[C:28]([NH2:31])=[N:29][CH:30]=1.C([O-])([O-])=O.[Cs+].[Cs+].N#N>O1CCOCC1.C1C=CC([P]([Pd]([P](C2C=CC=CC=2)(C2C=CC=CC=2)C2C=CC=CC=2)([P](C2C=CC=CC=2)(C2C=CC=CC=2)C2C=CC=CC=2)[P](C2C=CC=CC=2)(C2C=CC=CC=2)C2C=CC=CC=2)(C2C=CC=CC=2)C2C=CC=CC=2)=CC=1.O>[CH:37]([N:35]1[CH:36]=[C:32]([C:27]2[C:28]([NH2:31])=[N:29][CH:30]=[C:25]([C:9]3[CH:10]=[CH:11][C:12]([CH2:15][CH2:16][N:17]4[CH2:18][CH2:19][O:20][CH2:21][CH2:22]4)=[CH:13][CH:14]=3)[CH:26]=2)[N:33]=[N:34]1)([CH3:39])[CH3:38] |f:2.3.4,^1:57,59,78,97|. Procedure details: To a solution of 4-{2-[4-(4,4,5,5-tetramethyl-[1,3,2]dioxaborolan-2-yl)-phenyl]-ethyl}-morpholine (can be prepared as described in US2002026052) (101 mg, 0.31 mmol) and 5-bromo-3-(1-isopropyl-1H-[1,2,3]triazol-4-yl)-pyridin-2-ylamine (90 mg, 0.31 mmol) in 1,4-dioxane (7.0 mL)/water (3.0 mL) was added Cs2CO3 (251 mg, 0.70 mmol) at RT. N2 was purged through the reaction mixture for 10 min. Pd(PPh3)4 (18 mg, 0.015 mmol) was added and through the reaction mixture N2 was purged for 10 min and stirred... As a reaction SMILES: [N+:1]([C:4]1[C:12]2[C:7](=[CH:8][C:9]([Cl:14])=[C:10]([Cl:13])[CH:11]=2)[NH:6][C:5]=1[C:15]([O:17][CH2:18][CH3:19])=[O:16])([O-])=O.O.O.[Sn](Cl)Cl.C(=O)([O-])[O-].[K+].[K+].C(=O)=O>C(O)C.O.C(OCC)(=O)C>[NH2:1][C:4]1[C:12]2[C:7](=[CH:8][C:9]([Cl:14])=[C:10]([Cl:13])[CH:11]=2)[NH:6][C:5]=1[C:15]([O:17][CH2:18][CH3:19])=[O:16] |f:1.2.3,4.5.6|. Yields the product NC1=C(NC2=CC(=C(C=C12)Cl)Cl)C(=O)OCC (3-Amino-2-carbethoxy-5,6-dichloroindole). Reactants: C(=O)=O (carbon dioxide), [N+](=O)([O-])C1=C(NC2=CC(=C(C=C12)Cl)Cl)C(=O)OCC (3-nitro-2-carbethoxy-5,6-dichloroindole), C([O-])([O-])=O.[K+].[K+] (potassium carbonate), O.O.[Sn](Cl)Cl (tin (II) chloride dihydrate). The solvent is O (water), C(C)(=O)OCC (ethyl acetate), C(C)O (ethanol). Procedure details: Dissolve 3-nitro-2-carbethoxy-5,6-dichloroindole (38.1 g) in ethanol (1 L) and add tin (II) chloride dihydrate (163 g). Warm to between 65° and 75° C. for 4 to 5 hours. Cool to room temperature and pour into a mixture of ethyl acetate (3 L) and water (2 L). Add solid potassium carbonate and stir occasionally until the carbon dioxide evolution ceases. Filter throught diatomaceous earth and separate the organic phase of the filtrate. Dry (MgSO4) and evaporate the solvent in vacuo to give the title...